From a dataset of the Open Reaction Database (ORD), a public repository of structured organic reaction records. describe an organic reaction: reactants, conditions, products, and yield Starting materials: [Br-], O=Cc1cncc(Br)c1, CCS(N)(=O)=O, Cc1ccccc1, CC(C)[O-], CC(C)[O-], CC(C)[O-], CC(C)[O-], Fc1ccc([Mg+])cc1, [Ti+4]. The product is CCS(=O)(=O)NC(c1ccc(F)cc1)c1cncc(Br)c1. RXN SMILES: [Br-:16].[Br:1][c:2]1[cH:3][c:4]([CH:8]=[O:9])[cH:5][n:6][cH:7]1.[CH2:10]([CH3:11])[S:12](=[O:13])(=[O:14])[NH2:15].[CH3:25][c:26]1[cH:27][cH:28][cH:29][cH:30][cH:31]1.[CH3:32][CH:33]([CH3:34])[O-:35].[CH3:37][CH:38]([CH3:39])[O-:40].[CH3:41][CH:42]([CH3:43])[O-:44].[CH3:45][CH:46]([CH3:47])[O-:48].[F:17][c:18]1[cH:19][cH:20][c:21]([Mg+:24])[cH:22][cH:23]1.[Ti+4:36]>>[Br:1][c:2]1[cH:3][c:4]([CH:8]([NH:15][S:12]([CH2:10][CH3:11])(=[O:13])=[O:14])[c:21]2[cH:20][cH:19][c:18]([F:17])[cH:23][cH:22]2)[cH:5][n:6][cH:7]1.